Dataset: the Open Reaction Database (ORD), a public repository of structured organic reaction records. Task: describe an organic reaction: reactants, conditions, products, and yield Starting materials: C(C1=CC=CC=C1)(=O)Cl (Benzoyl chloride), OC=C1C(C2=CC=C(C=C2CC1)OC)=O (2-Hydroxymethylene-6-Methoxy-1-Tetralone), O (water). Solvent: N1=CC=CC=C1 (pyridine). Reaction conditions: time 2 hour. Yields the product C(C1=CC=CC=C1)(=O)OC=C1C(C2=CC=C(C=C2CC1)OC)=O (2-benzoyloxymethylene-6-methoxy-1-Tetralone). Isolated yield 80.0%. As a reaction SMILES: [C:1](Cl)(=[O:8])[C:2]1[CH:7]=[CH:6][CH:5]=[CH:4][CH:3]=1.[OH:10][CH:11]=[C:12]1[CH2:21][CH2:20][C:19]2[C:14](=[CH:15][CH:16]=[C:17]([O:22][CH3:23])[CH:18]=2)[C:13]1=[O:24].O>N1C=CC=CC=1>[C:1]([O:10][CH:11]=[C:12]1[CH2:21][CH2:20][C:19]2[C:14](=[CH:15][CH:16]=[C:17]([O:22][CH3:23])[CH:18]=2)[C:13]1=[O:24])(=[O:8])[C:2]1[CH:7]=[CH:6][CH:5]=[CH:4][CH:3]=1. Reported procedure: Benzoyl chloride (11.4 ml, 0.1 mole) was added to a stirred solution of 2-hydroxymethylene-6-methoxy-1-tetralone 2 (10 g, 0.05 mole) in about 60 mL of pyridine at about 0°. After the addition was complete, the mixture was stirred at about 23° for about 2 hours then poured into water. The solid was filtered and washed with water. The pure product was obtained by recrystallization from methanol to yield 2-benzoyloxymethylene-6-methoxy-1-Tetralone (12.1 g, 0.04 mole, 80% yield), mp 128.5°-129.5°, [... The reactants are O1CCC(CC1)NC=1N=CC2=C(N1)SC(=C2)C(O)C2=C(C=CC=C2)F (2-(tetrahydropyran-4-ylamino)-6-[(2-fluorophenyl)hydroxylmethyl]thieno[2,3-d]pyrimidine), C(C)[SiH](CC)CC (triethylsilane), FC(C(=O)O)(F)F (trifluoroacetic acid). The solvent is ClCCl (dichloromethane). Product: O1CCC(CC1)NC=1N=CC2=C(N1)SC(=C2)CC2=C(C=CC=C2)F (2-(tetrahydropyran-4-ylamino)-6-[(2-fluorophenyl)methyl]thieno[2,3-d]pyrimidine). Reaction SMILES: [O:1]1[CH2:6][CH2:5][CH:4]([NH:7][C:8]2[N:9]=[CH:10][C:11]3[CH:16]=[C:15]([CH:17]([C:19]4[CH:24]=[CH:23][CH:22]=[CH:21][C:20]=4[F:25])O)[S:14][C:12]=3[N:13]=2)[CH2:3][CH2:2]1.C([SiH](CC)CC)C.FC(F)(F)C(O)=O>ClCCl>[O:1]1[CH2:2][CH2:3][CH:4]([NH:7][C:8]2[N:9]=[CH:10][C:11]3[CH:16]=[C:15]([CH2:17][C:19]4[CH:24]=[CH:23][CH:22]=[CH:21][C:20]=4[F:25])[S:14][C:12]=3[N:13]=2)[CH2:5][CH2:6]1. Procedure details: The alcohol (140 mg) obtained in Example 2A was stirred with triethylsilane (1.0 mL) and trifluoroacetic acid (1.5 mL) in dichloromethane (5 mL) for 4 hours. The solvents were removed. The residue was diluted with toluene (5 mL) and then concentrated. This dilution-concentration process was repeated three times. Purification with preparative TLC (50% EtOAc/Hexanes) gave the final product. It was converted to the hydrochloride salt with 1N HCl in ether to yield 65 mg of the salt. MP: 217–219° C. ... Run at temperature 150 celsius. Isolated yield 2.5%. Procedure details: A C5 -fraction obtained from naphtha cracking was heated at 150° C. for 3 hours to convert cyclopentadiene contained therein to dicyclopentadiene, and crude dicyclopentadiene comprising 20.1% of pentanes and pentenes, 0.5% of benzene, 72.1% of dicyclopentadiene, 4.8% of isoprene-cyclopentadiene co-dimer and 2.5% of cyclopentadiene oligomer was obtained. A metallic autoclave was then charged with 100 parts by weight (1710 g) of the crude dicyclopentadiene and 4 parts by weight of tablet-like pall... Reactants: C1=CC=CC1 (cyclopentadiene), C1=CC=CC=C1 (benzene). Reaction SMILES: [CH:1]1[CH2:5][CH:4]=[CH:3][CH:2]=1.[CH:6]1[CH:11]=[CH:10][CH:9]=[CH:8]C=1>>[CH2:2]1[CH:1]2[CH:8]3[CH:9]=[CH:10][CH:11]([CH:5]2[CH:4]=[CH:3]1)[CH2:6]3.[CH2:3]=[CH:4][C:5](=[CH2:1])[CH3:6].[CH:5]1[CH2:4][CH:3]=[CH:2][CH:1]=1.[CH:5]1[CH2:4][CH:3]=[CH:2][CH:1]=1 |f:3.4|. The product is pentenes, C1C=CC2C1C3CC2C=C3 (dicyclopentadiene), C=CC(C)=C.C1=CC=CC1 (isoprene cyclopentadiene), C1=CC=CC1 (cyclopentadiene). Reactants: [H-].C(C(C)C)[Al+]CC(C)C (diisobutylaluminum hydride). Run in C1(=CC=CC=C1)C (toluene). Yields the product CC(C)C[AlH]CC(C)C (DIBAH). RXN SMILES: [H-].[CH2:2]([Al+:6][CH2:7][CH:8]([CH3:10])[CH3:9])[CH:3]([CH3:5])[CH3:4]>C1(C)C=CC=CC=1>[CH3:4][CH:3]([CH2:2][AlH:6][CH2:7][CH:8]([CH3:10])[CH3:9])[CH3:5] |f:0.1|. Procedure: 1M toluene solution of diisobutylaluminum hydride (Tosoh Finechem Corporation)